Task: describe an organic reaction: reactants, conditions, products, and yield. Dataset: the Open Reaction Database (ORD), a public repository of structured organic reaction records Starting materials: ClC1=NC=2SC=3CCCC3C2C(=N1)Cl (10,12-dichloro-7-thia-9,11-diazatricyclo[6.4.0.0[2,6]]dodeca-1(8),2(6),9,11-tetraene), [C@H]1(CC[C@H](CC1)N)N (trans-cyclohexane-1,4-diamine), C([O-])([O-])=O.[K+].[K+] (potassium carbonate). The solvent is CC#N (CH3CN), CCOC(=O)C (EtOAc). Reaction conditions: temperature 80 celsius, time 8 hour. Yields the product ClC1=NC=2SC=3CCCC3C2C(=N1)NC1CCC(CC1)N (1-N-[10-chloro-7-thia-9,11-diazatricyclo[6.4.0.0[2,6]]dodeca-1(8),2(6),9,11-tetraen-12-yl]cyclohexane-1,4-diamine). Isolated yield 79.0%. As a reaction SMILES: [Cl:1][C:2]1[N:13]=[C:12](Cl)[C:11]2[C:10]3[CH2:9][CH2:8][CH2:7][C:6]=3[S:5][C:4]=2[N:3]=1.[C@H:15]1([NH2:22])[CH2:20][CH2:19][C@H:18]([NH2:21])[CH2:17][CH2:16]1.C(=O)([O-])[O-].[K+].[K+]>CC#N.CCOC(C)=O>[Cl:1][C:2]1[N:13]=[C:12]([NH:21][CH:18]2[CH2:19][CH2:20][CH:15]([NH2:22])[CH2:16][CH2:17]2)[C:11]2[C:10]3[CH2:9][CH2:8][CH2:7][C:6]=3[S:5][C:4]=2[N:3]=1 |f:2.3.4|. Procedure details: A 50-mL round-bottom flask placed a solution of 10,12-dichloro-7-thia-9,11-diazatricyclo[6.4.0.0[2,6]]dodeca-1(8),2(6),9,11-tetraene (500 mg, 2.04 mmol, 1.00 equiv) in anhydrous CH3CN (20 mL) was added trans-cyclohexane-1,4-diamine (280 mg, 2.45 mmol, 1.20 equiv) and potassium carbonate (844 mg, 6.11 mmol, 3.00 equiv) at room temperature. The resulting solution was stirred overnight at 80° C. under nitrogen. The resulting solution was diluted with EtOAc, washed with brine, dried over anhydrous s... Product: C(C=C)(=O)NCC1=C(C(=O)C2=CC=CC=C2)C=CC(=C1)O.C(C(=C)C)(=O)OCCCCCCCCCCCCCCCCCC (acrylamido methyl-4-hydroxy benzophenone stearyl methacrylate). Reactants: [Pb].[N] (nitrogen lead), N(=NC(C#N)(C)C)C(C#N)(C)C (azobis-isobutyronitrile), C(C=C)(=O)NCC1=C(C(=O)C2=CC=CC=C2)C=CC(=C1)O (acrylamido methyl 4-hydroxy benzophenone), C(C(=C)C)(=O)OCCCCCCCCCCCCCCCCCC (stearyl methacrylate). Reaction conditions: temperature 80 celsius. Reaction SMILES: [Pb].[N].[C:3]([NH:7][CH2:8][C:9]1[CH:22]=[C:21]([OH:23])[CH:20]=[CH:19][C:10]=1[C:11]([C:13]1[CH:18]=[CH:17][CH:16]=[CH:15][CH:14]=1)=[O:12])(=[O:6])[CH:4]=[CH2:5].[C:24]([O:29][CH2:30][CH2:31][CH2:32][CH2:33][CH2:34][CH2:35][CH2:36][CH2:37][CH2:38][CH2:39][CH2:40][CH2:41][CH2:42][CH2:43][CH2:44][CH2:45][CH2:46][CH3:47])(=[O:28])[C:25]([CH3:27])=[CH2:26].N(C(C)(C)C#N)=NC(C)(C)C#N>CC(C)=O>[C:3]([NH:7][CH2:8][C:9]1[CH:22]=[C:21]([OH:23])[CH:20]=[CH:19][C:10]=1[C:11]([C:13]1[CH:18]=[CH:17][CH:16]=[CH:15][CH:14]=1)=[O:12])(=[O:6])[CH:4]=[CH2:5].[C:24]([O:29][CH2:30][CH2:31][CH2:32][CH2:33][CH2:34][CH2:35][CH2:36][CH2:37][CH2:38][CH2:39][CH2:40][CH2:41][CH2:42][CH2:43][CH2:44][CH2:45][CH2:46][CH3:47])(=[O:28])[C:25]([CH3:27])=[CH2:26] |f:0.1,6.7,^3:0|. Reported procedure: Into a 50 ml flask provided with a condenser, a nitrogen lead in tube and an agitator, there are intorduced 1 g of acrylamido methyl 4-hydroxy benzophenone, 1.5 g of stearyl methacrylate and 0.25 g of azobis-isobutyronitrile in solution in 5 ml of acetone. The resulting mixture is heated for 8 hours at 80° C. The solvent is CC(=O)C (acetone).